This data is from the Open Reaction Database (ORD), a public repository of structured organic reaction records. The task is: describe an organic reaction: reactants, conditions, products, and yield Reactants: N1=CC=C(C=C1)CC#N (4-pyridylacetonitrile), FC1=CC=C(C(=O)ON2C(CCC2=O)=O)C=C1 (2,5-dioxo-pyrrolidinyl 4-fluorobenzoate), C([O-])([O-])=O.[K+].[K+] (potassium carbonate). Solvent: CN(C=O)C (dimethylformamide). The product is FC1=CC=C(C=C1)C(C(C#N)C1=CC=NC=C1)=O (3-(4-fluorophenyl)-3-oxo-2-(4-pyridyl)propionitrile). The yield is 103.0%. Reaction SMILES: [N:1]1[CH:6]=[CH:5][C:4]([CH2:7][C:8]#[N:9])=[CH:3][CH:2]=1.[F:10][C:11]1[CH:26]=[CH:25][C:14]([C:15](ON2C(=O)CCC2=O)=[O:16])=[CH:13][CH:12]=1.C(=O)([O-])[O-].[K+].[K+]>CN(C)C=O>[F:10][C:11]1[CH:26]=[CH:25][C:14]([C:15](=[O:16])[CH:7]([C:4]2[CH:5]=[CH:6][N:1]=[CH:2][CH:3]=2)[C:8]#[N:9])=[CH:13][CH:12]=1 |f:2.3.4|. Reported procedure: 32 g of 4-pyridylacetonitrile and 86 g of 2,5-dioxo-pyrrolidinyl 4-fluorobenzoate were dissolved in 1.3 L of dimethylformamide. After the addition of 164 g of potassium carbonate, the resulting mixture was stirred at room temperature for a day. After the reaction mixture was filtered through cerite, the filtrate was concentrated under reduced pressure. After water was added to the residue, this solution was neutralized with an aqueous solution of hydrochloric acid. The precipitated crystals were... The reactants are Brc1ccncc1Br, CC(C)O, NCC1CCN(C(=O)OCc2ccccc2)CC1. The product is O=C(OCc1ccccc1)N1CCC(CNc2ccncc2Br)CC1. As a reaction SMILES: [Br:19][c:20]1[cH:21][n:22][cH:23][cH:24][c:25]1[Br:26].[CH:27]([OH:28])([CH3:29])[CH3:30].[NH2:1][CH2:2][CH:3]1[CH2:4][CH2:5][N:6]([C:9](=[O:10])[O:11][CH2:12][c:13]2[cH:14][cH:15][cH:16][cH:17][cH:18]2)[CH2:7][CH2:8]1>>[NH:1]([CH2:2][CH:3]1[CH2:4][CH2:5][N:6]([C:9](=[O:10])[O:11][CH2:12][c:13]2[cH:14][cH:15][cH:16][cH:17][cH:18]2)[CH2:7][CH2:8]1)[c:25]1[c:20]([Br:19])[cH:21][n:22][cH:23][cH:24]1. Starting materials: Intermediate 215, FC(C(=O)O)(F)F.C1(CC1)CCOC=1NC(=C2N=C(N=C2N1)OC)N (2-[(2-cyclopropylethyl)oxy]-8-(methyloxy)-1H-purin-6-amine trifluoroacetate), BrCCC1CCOCC1 (4-(2-bromoethyl)tetrahydro-2H-pyran). Product: C1(CC1)CCOC1=NC(=C2N=C(N(C2=N1)CCC1CCOCC1)OC)N (2-[(2-Cyclopropylethyl)oxy]-8-(methyloxy)-9-[2-(tetrahydro-2H-Pyran-4-yl)ethyl]-9H-purin-6-amine). As a reaction SMILES: FC(F)(F)C(O)=O.[CH:8]1([CH2:11][CH2:12][O:13][C:14]2[NH:15][C:16]([NH2:25])=[C:17]3[C:21]([N:22]=2)=[N:20][C:19]([O:23][CH3:24])=[N:18]3)[CH2:10][CH2:9]1.Br[CH2:27][CH2:28][CH:29]1[CH2:34][CH2:33][O:32][CH2:31][CH2:30]1>>[CH:8]1([CH2:11][CH2:12][O:13][C:14]2[N:22]=[C:21]3[C:17]([N:18]=[C:19]([O:23][CH3:24])[N:20]3[CH2:27][CH2:28][CH:29]3[CH2:34][CH2:33][O:32][CH2:31][CH2:30]3)=[C:16]([NH2:25])[N:15]=2)[CH2:10][CH2:9]1 |f:0.1|. Reported procedure: Prepared similarly to Intermediate 215 from 2-[(2-cyclopropylethyl)oxy]-8-(methyloxy)-1H-purin-6-amine trifluoroacetate and 4-(2-bromoethyl)tetrahydro-2H-pyran. Procedure: To a mixture of N,O-dimethylhydroxylamine hydrochloride (1.1 g) and pyridine (1.82 mL) in dichloromethane (50 mL) was added 3-phenylpropionyl chloride (1.52 mL) under ice-cooling, and the mixture was stirred at room temperature for 5 hours. The reaction mixture was concentrated under reduced pressure. To the residue was added 1 mol/L hydrochloric acid, and the mixture was extracted with ethyl acetate. The extract was washed with water and dried over anhydrous magnesium sulfate. The solvent was r... Reaction SMILES: Cl.[CH3:2][NH:3][O:4][CH3:5].N1C=CC=CC=1.[C:12]1([CH2:18][CH2:19][C:20](Cl)=[O:21])[CH:17]=[CH:16][CH:15]=[CH:14][CH:13]=1>ClCCl>[CH3:5][O:4][N:3]([CH3:2])[C:20](=[O:21])[CH2:19][CH2:18][C:12]1[CH:17]=[CH:16][CH:15]=[CH:14][CH:13]=1 |f:0.1|. Yields the product CON(C(CCC1=CC=CC=C1)=O)C (N-Methoxy-N-methyl-3-phenylpropionamide). Reaction conditions: time 5 hour. Starting materials: Cl.CNOC (N,O-dimethylhydroxylamine hydrochloride), N1=CC=CC=C1 (pyridine), C1(=CC=CC=C1)CCC(=O)Cl (3-phenylpropionyl chloride). Run in ClCCl (dichloromethane). Starting materials: C([O-])([O-])=O.[K+].[K+] (potassium carbonate), ClC1=CC=C(C=C1)C1=NOC(=C1)CCO (2-[3-(4-chlorophenyl)isoxazol-5-yl]ethanol), Cl.N1(CCNCC1)C(=O)OCC(=O)NC (2-(methylamino)-2-oxoethyl piperazine-1-carboxylate hydrochloride), C(C)(C)N(CC)C(C)C (diisopropylethylamine), CS(=O)(=O)Cl (methanesulphonyl chloride), product. The solvent is ClCCl (dichloromethane). Run at time 4 hour. Product: ClC1=CC=C(C=C1)C1=NOC(=C1)CCN1CCN(CC1)C(=O)OCC(=O)NC (2-(methylamino)-2-oxoethyl 4-{2-[3-(4-chlorophenyl)isoxazol-5-yl]ethyl}piperazine-1-carboxylate). As a reaction SMILES: [Cl:1][C:2]1[CH:7]=[CH:6][C:5]([C:8]2[CH:12]=[C:11]([CH2:13][CH2:14]O)[O:10][N:9]=2)=[CH:4][CH:3]=1.C(N(C(C)C)CC)(C)C.CS(Cl)(=O)=O.Cl.[N:31]1([C:37]([O:39][CH2:40][C:41]([NH:43][CH3:44])=[O:42])=[O:38])[CH2:36][CH2:35][NH:34][CH2:33][CH2:32]1.C(=O)([O-])[O-].[K+].[K+]>ClCCl>[Cl:1][C:2]1[CH:3]=[CH:4][C:5]([C:8]2[CH:12]=[C:11]([CH2:13][CH2:14][N:34]3[CH2:33][CH2:32][N:31]([C:37]([O:39][CH2:40][C:41]([NH:43][CH3:44])=[O:42])=[O:38])[CH2:36][CH2:35]3)[O:10][N:9]=2)=[CH:6][CH:7]=1 |f:3.4,5.6.7|. Reported procedure: A solution of 0.100 g (0.447 mmol) of 2-[3-(4-chlorophenyl)isoxazol-5-yl]ethanol, prepared in step 6.1., and 0.082 ml (0.47 mmol) of diisopropylethylamine in 5 ml of dichloromethane, is admixed with 0.036 ml (0.469 mmol) of methanesulphonyl chloride. The mixture is stirred at ambient temperature for 4 hours and then washed with saturated aqueous ammonium chloride solution and saturated aqueous sodium chloride solution. It is concentrated under reduced pressure. The residue is taken up in 5 ml of... Reactants: C(C)C=1N=CN(C1CC)C1=CC=C(C=C1)C(CCC(=O)O)=O (4-(4,5-diethyl-1H-imidazol-1-yl)-γ-oxobenzenebutanoic acid), O.NN (hydrazine hydrate). Yields the product C(C)C=1N=CN(C1CC)C1=CC=C(C=C1)C=1CCC(NN1)=O (4,5-dihydro-6-[4-(4,5-diethyl-1H-imidazol-1-yl)phenyl]-3(2H)-pyridazinone). RXN SMILES: [CH2:1]([C:3]1[N:4]=[CH:5][N:6]([C:10]2[CH:15]=[CH:14][C:13]([C:16](=O)[CH2:17][CH2:18][C:19]([OH:21])=O)=[CH:12][CH:11]=2)[C:7]=1[CH2:8][CH3:9])[CH3:2].O.[NH2:24][NH2:25]>>[CH2:1]([C:3]1[N:4]=[CH:5][N:6]([C:10]2[CH:15]=[CH:14][C:13]([C:16]3[CH2:17][CH2:18][C:19](=[O:21])[NH:24][N:25]=3)=[CH:12][CH:11]=2)[C:7]=1[CH2:8][CH3:9])[CH3:2] |f:1.2|. Procedure: Similarly, the reaction of 4-(4,5-diethyl-1H-imidazol-1-yl)-γ-oxobenzenebutanoic acid with hydrazine hydrate according to the procedure of this Example gives 4,5-dihydro-6-[4-(4,5-diethyl-1H-imidazol-1-yl)phenyl]-3(2H)-pyridazinone (3h). Starting materials: COC(=O)C(CC1CCCC1)c1ccc(S(C)(=O)=O)c(Br)c1, CO, [Li+], [OH-], O. Yields the product CS(=O)(=O)c1ccc(C(CC2CCCC2)C(=O)O)cc1Br. RXN SMILES: [CH3:1][O:2][C:3]([CH:4]([CH2:5][CH:6]1[CH2:7][CH2:8][CH2:9][CH2:10]1)[c:11]1[cH:12][c:13]([Br:21])[c:14]([S:17](=[O:18])(=[O:19])[CH3:20])[cH:15][cH:16]1)=[O:22].[CH3:25][OH:26].[Li+:23].[OH-:24].[OH2:27]>>[O:2]=[C:3]([CH:4]([CH2:5][CH:6]1[CH2:7][CH2:8][CH2:9][CH2:10]1)[c:11]1[cH:12][c:13]([Br:21])[c:14]([S:17](=[O:18])(=[O:19])[CH3:20])[cH:15][cH:16]1)[OH:22]. Reactants: CO, O=C(O)c1cc([N+](=O)[O-])c(Cl)c([N+](=O)[O-])c1, [K+], [OH-], O. Product: COc1c([N+](=O)[O-])cc(C(=O)O)cc1[N+](=O)[O-]. RXN SMILES: [CH3:19][OH:20].[Cl:3][c:4]1[c:5]([N+:16](=[O:17])[O-:18])[cH:6][c:7]([C:8](=[O:9])[OH:10])[cH:11][c:12]1[N+:13](=[O:14])[O-:15].[K+:2].[OH-:1].[OH2:21]>>[O:1]([c:4]1[c:5]([N+:16](=[O:17])[O-:18])[cH:6][c:7]([C:8](=[O:9])[OH:10])[cH:11][c:12]1[N+:13](=[O:14])[O-:15])[CH3:19]. Starting materials: Cl (hydrochloric acid), ClC=1C=C(C=CC1)N1CCN(CC1)CCCNC(C1=CC=CC=C1)(C1=CC=CC=C1)C1=CC=CC=C1 (3-[4-(3-chlorophenyl]piperazin-1-yl]-N-(triphenylmethyl)propanamine), CO (methanol). Run in O (water). Yields the product ClC=1C=C(C=CC1)N1CCN(CC1)CCCN (3-[4-(3-Chlorophenyl)piperazin-1-yl]propanamine). Yield: 68.0%. RXN SMILES: Cl.[Cl:2][C:3]1[CH:4]=[C:5]([N:9]2[CH2:14][CH2:13][N:12]([CH2:15][CH2:16][CH2:17][NH:18]C(C3C=CC=CC=3)(C3C=CC=CC=3)C3C=CC=CC=3)[CH2:11][CH2:10]2)[CH:6]=[CH:7][CH:8]=1.CO>O>[Cl:2][C:3]1[CH:4]=[C:5]([N:9]2[CH2:10][CH2:11][N:12]([CH2:15][CH2:16][CH2:17][NH2:18])[CH2:13][CH2:14]2)[CH:6]=[CH:7][CH:8]=1. Reported procedure: Gaseous hydrochloric acid is introduced for 10 min into a round bottom flask containing 11.2 g (22.6 mmol) of 3-[4-(3-chlorophenyl]piperazin-1-yl]-N-(triphenylmethyl)propanamine and 300 ml of methanol, while the mixture is cooled in a bath of iced water. The mixture is allowed to return to room temperature and is then heated under reflux for 5.5 h. The solution is reduced to half its volume and is allowed to cool. The solid which precipitates is filtered off, is treated with water and aqueous am... Starting materials: [Al+3], CCOCC, CCCN(CC1CC1)C1Cc2cc3[nH]cc(C(=O)CC)c3cc2C1, [H-], [H-], [H-], [H-], [Li+]. The product is CCCc1c[nH]c2cc3c(cc12)CC(N(CCC)CC1CC1)C3. Reaction SMILES: [Al+3:26].[CH3:31][CH2:32][O:33][CH2:34][CH3:35].[CH:1]1([CH2:4][N:5]([CH:6]2[CH2:7][c:8]3[cH:9][c:10]4[c:11]([C:18]([CH2:19][CH3:20])=[O:21])[cH:12][nH:13][c:14]4[cH:15][c:16]3[CH2:17]2)[CH2:22][CH2:23][CH3:24])[CH2:2][CH2:3]1.[H-:25].[H-:28].[H-:29].[H-:30].[Li+:27]>>[CH:1]1([CH2:4][N:5]([CH:6]2[CH2:7][c:8]3[cH:9][c:10]4[c:11]([CH2:18][CH2:19][CH3:20])[cH:12][nH:13][c:14]4[cH:15][c:16]3[CH2:17]2)[CH2:22][CH2:23][CH3:24])[CH2:2][CH2:3]1.